describe an organic reaction: reactants, conditions, products, and yield From a dataset of the Open Reaction Database (ORD), a public repository of structured organic reaction records. Starting materials: C[Li] (methyllithium), CCOCC (ether), Cl (hydrochloric acid), N12CCCC(C1)(C2)C(=O)OC (Methyl 1-azabicyclo[3.1.1]hept-5-ylcarboxylate), O.[OH-].[Li+] (lithium hydroxide monohydrate), C([O-])([O-])=O.[K+].[K+] (potassium carbonate). Run in CO (methanol), O (water). Run at time 20 hour. Product: C(C)(=O)C12CCCN(C1)C2 (5-Acetyl-1-azabicyclo[3.1.1]heptane). Yield: 35.9%. As a reaction SMILES: [N:1]12[CH2:7][C:5]([C:8]([O:10]C)=O)([CH2:6]1)[CH2:4][CH2:3][CH2:2]2.O.[OH-].[Li+].C[Li].[CH3:17]COCC.Cl.C(=O)([O-])[O-].[K+].[K+]>CO.O>[C:8]([C:5]12[CH2:6][N:1]([CH2:7]1)[CH2:2][CH2:3][CH2:4]2)(=[O:10])[CH3:17] |f:1.2.3,7.8.9|. Reported procedure: A solution of methyl 1-azabicyclo[3.1.1]hept-5-ylcarboxylate (D4, 1.12 g, 0.0072 mole) in methanol (5 ml) was treated with a solution of lithium hydroxide monohydrate (308 mg, 0.0073 mole) in water (20 ml) and the resulting solution stirred at room temperature for 20 h, then concentrated in vacuo to leave a white solid which was dried thoroughly. A stirred suspension of this product in dry THF (120 ml) under nitrogen was treated at room temperature with 1M methyllithium in ether (8.0 ml, 0.0080 ... Reactants: FC=1C=C(C=CC1)C(=NO)SCCCl (2-chloroethyl 3-fluoro-N-hydroxybenzenecarboximidothioate), [Na] (sodium). Solvent: C(C)O (ethanol). Yields the product FC=1C=C(C=CC1)C1=NOCCS1 (3-(3-fluorophenyl)-5,6-dihydro-1,4,2-oxathiazine). As a reaction SMILES: [F:1][C:2]1[CH:3]=[C:4]([C:8]([S:11][CH2:12][CH2:13]Cl)=[N:9][OH:10])[CH:5]=[CH:6][CH:7]=1.[Na]>C(O)C>[F:1][C:2]1[CH:3]=[C:4]([C:8]2[S:11][CH2:12][CH2:13][O:10][N:9]=2)[CH:5]=[CH:6][CH:7]=1 |^1:14|. Procedure: Cyclisation of 2-chloroethyl 3-fluoro-N-hydroxybenzenecarboximidothioate was accomplished as described in Example 2 using sodium (4.6 g) in ethanol (300 ml) to give 3-(3-fluorophenyl)-5,6-dihydro-1,4,2-oxathiazine, mp 47°-9° C. (Found: C, 54.66; H, 4.13; N, 7.07. C9H8FNOS requires C, 54.81; H, 4.09; N, 7.10). Reactants: BrC=1C=CC2=C(C=C(CCS2(=O)=O)C(=O)NC2=CC=C(C=C2)CN(C2CCOCC2)C)C1 (7-bromo-N-[4-[[N-methyl-N-(tetrahydropyran-4-yl)amino]methyl]phenyl]-1,1-dioxo-2,3-dihydro-1-benzothiepine-4-carboxamide), C1(=CC=CC=C1)C.C(C)O.O (toluene ethanol water), B(OC1=CC(=C(C=C1)OCC)C#N)([O-])[O-] (3-cyano-4-ethoxyphenyl borate), C([O-])([O-])=O.[K+].[K+] (potassium carbonate). The reagents and catalysts are C=1C=CC(=CC1)[P](C=2C=CC=CC2)(C=3C=CC=CC3)[Pd]([P](C=4C=CC=CC4)(C=5C=CC=CC5)C=6C=CC=CC6)([P](C=7C=CC=CC7)(C=8C=CC=CC8)C=9C=CC=CC9)[P](C=1C=CC=CC1)(C=1C=CC=CC1)C=1C=CC=CC1 (tetrakistriphenylphosphinepalladium). Solvent: O (water). Reaction conditions: time 30 minute. Yields the product C(#N)C1=C(C=C(C=C1)C=1C=CC2=C(C=C(CCS2(=O)=O)C(=O)NC2=CC=C(C=C2)CN(C2CCOCC2)C)C1)OCC (7-(4-cyano-3-ethoxyphenyl)-N-[4-[[N-methyl-N-(tetrahydropyran-4-yl)amino]methyl]phenyl]-1,1-dioxo-2,3-dihydro-1-benzothiepine-4-carboxamide). The yield is 46.3%. RXN SMILES: Br[C:2]1[CH:3]=[CH:4][C:5]2[S:11](=[O:13])(=[O:12])[CH2:10][CH2:9][C:8]([C:14]([NH:16][C:17]3[CH:22]=[CH:21][C:20]([CH2:23][N:24]([CH3:31])[CH:25]4[CH2:30][CH2:29][O:28][CH2:27][CH2:26]4)=[CH:19][CH:18]=3)=[O:15])=[CH:7][C:6]=2[CH:32]=1.C1(C)C=CC=CC=1.C(O)C.O.B([O-])([O-])O[C:46]1[CH:51]=[CH:50][C:49]([O:52][CH2:53][CH3:54])=[C:48]([C:55]#[N:56])[CH:47]=1.C(=O)([O-])[O-].[K+].[K+]>C1C=CC([P]([Pd]([P](C2C=CC=CC=2)(C2C=CC=CC=2)C2C=CC=CC=2)([P](C2C=CC=CC=2)(C2C=CC=CC=2)C2C=CC=CC=2)[P](C2C=CC=CC=2)(C2C=CC=CC=2)C2C=CC=CC=2)(C2C=CC=CC=2)C2C=CC=CC=2)=CC=1.O>[C:55]([C:48]1[CH:47]=[CH:46][C:51]([C:2]2[CH:3]=[CH:4][C:5]3[S:11](=[O:12])(=[O:13])[CH2:10][CH2:9][C:8]([C:14]([NH:16][C:17]4[CH:22]=[CH:21][C:20]([CH2:23][N:24]([CH3:31])[CH:25]5[CH2:30][CH2:29][O:28][CH2:27][CH2:26]5)=[CH:19][CH:18]=4)=[O:15])=[CH:7][C:6]=3[CH:32]=2)=[CH:50][C:49]=1[O:52][CH2:53][CH3:54])#[N:56] |f:1.2.3,5.6.7,^1:68,70,89,108|. Procedure details: To 7-bromo-N-[4-[[N-methyl-N-(tetrahydropyran-4-yl)amino]methyl]phenyl]-1,1-dioxo-2,3-dihydro-1-benzothiepine-4-carboxamide (400 mg) was added toluene/ethanol/water (10/1/1, 19.2 ml) and then were added 3-cyano-4-ethoxyphenyl borate (205 mg) and potassium carbonate (251 mg), and the mixture was stirred at room temperature for 30 minutes. To the mixture was added tetrakistriphenylphosphinepalladium (48 mg), and the mixture was refluxed for 18 hours and cooled to room temperature. The mixture was ... Starting materials: ClC=1N=NC(=CC1)C1=CC(=CC=C1)Cl (3-chloro-6-(m-chlorophenyl)pyridazine), ClC=1N=NC(=CC1)C1=CC=C(C=C1)Cl (3-chloro-6-(p-chlorophenyl)pyridazine). Yields the product ClC=1C=C(C=CC1)C=1C=CC=2N(N1)C=NN2 (6-(m-chlorophenyl)-1,2,4-triazolo[4,3-b]pyridazine). As a reaction SMILES: Cl[C:2]1[N:3]=[N:4][C:5]([C:8]2[CH:13]=[CH:12][CH:11]=[C:10]([Cl:14])[CH:9]=2)=[CH:6][CH:7]=1.Cl[C:16]1[N:17]=[N:18]C(C2C=CC(Cl)=CC=2)=CC=1>>[Cl:14][C:10]1[CH:9]=[C:8]([C:5]2[CH:6]=[CH:7][C:2]3[N:3]([CH:16]=[N:17][N:18]=3)[N:4]=2)[CH:13]=[CH:12][CH:11]=1. Procedure details: The procedure of Example 15 is repeated substituting an equimolecular amount of 3-chloro-6-(m-chlorophenyl)pyridazine for the 3-chloro-6-(p-chlorophenyl)pyridazine employed in that example. There is thus obtained the title compound in equally good yield; m.p. 175°-177° C. Starting materials: C[C@H]1[C@@H](CCC=C1)C=O (trans-2-methyl-3-cyclohexene-1-carbaldehyde), S([O-])(O)=O.[Na+] (Sodium bisulfite), [C-]#N.[K+] (KCN). Run in C(C)O (ethanol), O (H2O), O (H2O). Reaction conditions: temperature 15 celsius, time 0.5 hour. Yields the product C[C@H]1[C@@H](CCC=C1)C(C#N)O (Trans-2-(2-Methyl-3-cyclohexen-1-yl)-2-hydroxyacetonitrile). Reaction SMILES: S(=O)(O)[O-].[Na+].[CH3:6][C@@H:7]1[CH:12]=[CH:11][CH2:10][CH2:9][C@H:8]1[CH:13]=[O:14].[C-:15]#[N:16].[K+]>O.C(O)C>[CH3:6][C@@H:7]1[CH:12]=[CH:11][CH2:10][CH2:9][C@H:8]1[CH:13]([OH:14])[C:15]#[N:16] |f:0.1,3.4|. Procedure details: Sodium bisulfite (10.4 g., 0.1 mole) was dissolved in 50 ml. H2O. Absolute ethanol (50 ml.) and trans-2-methyl-3-cyclohexene-1-carbaldehyde (85%, 8.6 g., 0.07 mole) were added and the mixture heated in an oil bath at 63°-65° C. for 1.5 hours, then cooled to 15° C. in an ice-water bath. KCN (13 g., 0.2 mole) in 50 ml. H2O was added at 15°-18° C. The reaction mixture was stirred at room temperature 0.5 hour and extracted with 150 ml. ether. The ether was back-washed with 75 ml. H2O and concentrate... Reactants: C(C)(C)(C)C1=CC(=C(C=N1)C=1N([C@]([C@](N1)(C)C1=CC=C(C=C1)Cl)(C)C1=CC=C(C=C1)Cl)C(=O)N1CCC(CC1)CC(=O)O)OCC ({1-[(4S,5R)-2-(6-tert-butyl-4-ethoxy-pyridin-3-yl)-4,5-bis-(4-chloro-phenyl)-4,5-dimethyl-4,5-dihydro-imidazole-1-carbonyl]-piperidin-4-yl}-acetic acid), C(C)OCC1CCNCC1 (4-(ethoxymethyl)-piperidine). Yields the product C(C)(C)(C)C1=CC(=C(C=N1)C=1N([C@]([C@](N1)(C)C1=CC=C(C=C1)Cl)(C)C1=CC=C(C=C1)Cl)C(=O)N1CCC(CC1)CC(=O)N1CCC(CC1)COCC)OCC (2-{1-[(4S,5R)-2-(6-tert-Butyl-4-ethoxy-pyridin-3-yl)-4,5-bis-(4-chloro-phenyl)-4,5-dimethyl-4,5-dihydro-imidazole-1-carbonyl]-piperidin-4-yl}-1-(4-ethoxymethyl-piperidin-1-yl)-ethanone). Reaction SMILES: [C:1]([C:5]1[N:10]=[CH:9][C:8]([C:11]2[N:12]([C:32]([N:34]3[CH2:39][CH2:38][CH:37]([CH2:40][C:41]([OH:43])=O)[CH2:36][CH2:35]3)=[O:33])[C@@:13]([C:25]3[CH:30]=[CH:29][C:28]([Cl:31])=[CH:27][CH:26]=3)([CH3:24])[C@@:14]([C:17]3[CH:22]=[CH:21][C:20]([Cl:23])=[CH:19][CH:18]=3)([CH3:16])[N:15]=2)=[C:7]([O:44][CH2:45][CH3:46])[CH:6]=1)([CH3:4])([CH3:3])[CH3:2].[CH2:47]([O:49][CH2:50][CH:51]1[CH2:56][CH2:55][NH:54][CH2:53][CH2:52]1)[CH3:48]>>[C:1]([C:5]1[N:10]=[CH:9][C:8]([C:11]2[N:12]([C:32]([N:34]3[CH2:35][CH2:36][CH:37]([CH2:40][C:41]([N:54]4[CH2:55][CH2:56][CH:51]([CH2:50][O:49][CH2:47][CH3:48])[CH2:52][CH2:53]4)=[O:43])[CH2:38][CH2:39]3)=[O:33])[C@@:13]([C:25]3[CH:26]=[CH:27][C:28]([Cl:31])=[CH:29][CH:30]=3)([CH3:24])[C@@:14]([C:17]3[CH:18]=[CH:19][C:20]([Cl:23])=[CH:21][CH:22]=3)([CH3:16])[N:15]=2)=[C:7]([O:44][CH2:45][CH3:46])[CH:6]=1)([CH3:4])([CH3:3])[CH3:2]. Procedure details: In a manner analogous to the method described in example 163, {1-[(4S,5R)-2-(6-tert-butyl-4-ethoxy-pyridin-3-yl)-4,5-bis-(4-chloro-phenyl)-4,5-dimethyl-4,5-dihydro-imidazole-1-carbonyl]-piperidin-4-yl}-acetic acid was reacted with 4-(ethoxymethyl)-piperidine (VWR) to give the title product. LC-MS (ES+) 790 [(M+H)+]. Starting materials: C(C)OC(C(=O)C1=CN(C2=CC=C(C=C12)C1=CC=C(C=C1)OC(F)(F)F)C1=CC=C(C=C1)OC(F)(F)F)=O ([1,5-bis-(4-trifluoromethoxy-phenyl)-1H-indol-3-yl]-oxo-acetic acid ethyl ester), [Li+].[OH-] (LiOH), Cl (HCl). Solvent: C1CCOC1 (THF). Run at time 5 hour. The product is FC(OC1=CC=C(C=C1)N1C=C(C2=CC(=CC=C12)C1=CC=C(C=C1)OC(F)(F)F)C(C(=O)O)=O)(F)F ([1,5-Bis-(4-trifluoromethoxy-phenyl)-1H-indol-3-yl]-oxo-acetic acid). Yield: 60.9%. As a reaction SMILES: C([O:3][C:4](=[O:38])[C:5]([C:7]1[C:15]2[C:10](=[CH:11][CH:12]=[C:13]([C:16]3[CH:21]=[CH:20][C:19]([O:22][C:23]([F:26])([F:25])[F:24])=[CH:18][CH:17]=3)[CH:14]=2)[N:9]([C:27]2[CH:32]=[CH:31][C:30]([O:33][C:34]([F:37])([F:36])[F:35])=[CH:29][CH:28]=2)[CH:8]=1)=[O:6])C.[Li+].[OH-].Cl>C1COCC1>[F:37][C:34]([F:35])([F:36])[O:33][C:30]1[CH:31]=[CH:32][C:27]([N:9]2[C:10]3[C:15](=[CH:14][C:13]([C:16]4[CH:17]=[CH:18][C:19]([O:22][C:23]([F:24])([F:25])[F:26])=[CH:20][CH:21]=4)=[CH:12][CH:11]=3)[C:7]([C:5](=[O:6])[C:4]([OH:38])=[O:3])=[CH:8]2)=[CH:28][CH:29]=1 |f:1.2|. Procedure details: To a solution of 0.142 g [1,5-bis-(4-trifluoromethoxy-phenyl)-1H-indol-3-yl]-oxo-acetic acid ethyl ester from Step 3 in 1 mL THF was added 2 ml 0.5M aqueous LiOH. The reaction was mixed using orbital shaking for 5 hr, at which time TLC indicated that the reaction was complete. The solution was acidified by the dropwise addition of 2N aqueous HCl and extracted with dichloromethane. The organic phase was dried by filtration through a ChemElute column (Varian Inc., Palo Alto, Calif.) and the solven... Reactants: O (water), [H-].[Al+3].[Li+].[H-].[H-].[H-] (lithium aluminum hydride), FC(C1=CC=C(C=C1)C=1SC(=C(N1)C(=O)OCC)C(=O)OCC)(F)F (diethyl 2-[4-(trifluoromethyl)phenyl]-1,3-thiazole-4,5-dicarboxylate), S(O)(O)(=O)=O (sulfuric acid). The solvent is C1CCOC1 (THF), ClCCl (dichloromethane), C(C)(=O)OCC (ethyl acetate), C(C)(=O)OCC (ethyl acetate), C1CCOC1 (THF). Run at time 2.25 hour. The product is OCC1=C(N=C(S1)C1=CC=C(C=C1)C(F)(F)F)CO ({5-Hydroxymethyl-2-[4-(trifluoromethyl)phenyl]-1,3-thiazol-4-yl}methanol). Reaction SMILES: [H-].[Al+3].[Li+].[H-].[H-].[H-].[F:7][C:8]([F:31])([F:30])[C:9]1[CH:14]=[CH:13][C:12]([C:15]2[S:16][C:17]([C:25](OCC)=[O:26])=[C:18]([C:20](OCC)=[O:21])[N:19]=2)=[CH:11][CH:10]=1.S(=O)(=O)(O)O.O>C1COCC1.C(OCC)(=O)C.ClCCl>[OH:26][CH2:25][C:17]1[S:16][C:15]([C:12]2[CH:11]=[CH:10][C:9]([C:8]([F:31])([F:30])[F:7])=[CH:14][CH:13]=2)=[N:19][C:18]=1[CH2:20][OH:21] |f:0.1.2.3.4.5|. Procedure details: To a suspension of lithium aluminum hydride (0.14wt) in THF (3.4vols), add a solution of the diethyl 2-[4-(trifluoromethyl)phenyl]-1,3-thiazole-4,5-dicarboxylate (1.0wt, 1.0eq), dissolved in THF (2vols) at a rate such that the temperature of the reaction mixture is maintained at below −10° C. The addition time is 1.5-3.0hr. After the addition is complete, stir the reaction mixture at ambient temperature for 18h. Quench the reaction by adding aqueous 16% sulfuric acid (2.4vols). Charge ethyl acet...